describe an organic reaction: reactants, conditions, products, and yield From a dataset of the Open Reaction Database (ORD), a public repository of structured organic reaction records. Reactants: Cl (HCl), C(C=C)C1=C(C(=C2C(CC(OC2=C1C)=O)(C)C)C)OCOC (7-Allyl-6-methoxymethoxy-4,4,5,8-tetramethyl-chroman-2-one), B.C1CCOC1 (BH3—THF), [OH-].[Na+] (NaOH), OO (H2O2). The solvent is C1CCOC1 (THF), O (Water). Run at time 20 minute. The product is OCCCC1=C(C(=C2C(CC(OC2=C1C)=O)(C)C)C)OCOC (7-(3-Hydroxy-propyl)-6-methoxymethoxy-4,4,5,8-tetramethyl-chroman-2-one). Yield: 195.9%. RXN SMILES: [CH2:1]([C:4]1[C:13]([CH3:14])=[C:12]2[C:7]([C:8]([CH3:17])([CH3:16])[CH2:9][C:10](=[O:15])[O:11]2)=[C:6]([CH3:18])[C:5]=1[O:19][CH2:20][O:21][CH3:22])[CH:2]=[CH2:3].B.C1C[O:27]CC1.[OH-].[Na+].OO.Cl>C1COCC1.O>[OH:27][CH2:3][CH2:2][CH2:1][C:4]1[C:13]([CH3:14])=[C:12]2[C:7]([C:8]([CH3:16])([CH3:17])[CH2:9][C:10](=[O:15])[O:11]2)=[C:6]([CH3:18])[C:5]=1[O:19][CH2:20][O:21][CH3:22] |f:1.2,3.4|. Procedure details: Compound D (4.09 g, 13.46 mmol) was dissolved in 7 mL of freshly distilled THF. Argon was passed through the mixture for 20 min. The solution was cooled in an ice-water bath. BH3—THF solution (1.0 M, 5.05 mL, 5.05 mmol) was added dropwise with stirring. After the addition, the mixture was stirred at 0° C. for 2 h. Water (about 1 mL) was added dropwise to destroy the excess borane until hydrogen evolution ceased. NaOH solution (2 N, 3.4 mL) and 30% H2O2 solution (1.7 mL, 16.2 mmol) were added. Th... Reactants: FC(COC1=CC=C(OC=2C=C(C=C3CCN(CC3)C(=O)OC(C)(C)C)C=CC2)C=C1)(F)F (tert-butyl 4-(3-(4-(2,2,2-trifluoroethoxy)phenoxy)benzylidene)piperidine-1-carboxylate), FC(C(=O)O)(F)F (trifluoroacetic acid). Solvent: ClCCl (dichloromethane). Conditions: time 8 hour. Yields the product FC(COC1=CC=C(OC=2C=C(C=C3CCNCC3)C=CC2)C=C1)(F)F (4-(3-(4-(2,2,2-trifluoroethoxy)phenoxy)benzylidene)piperidine). Isolated yield 102.9%. Reaction SMILES: [F:1][C:2]([F:33])([F:32])[CH2:3][O:4][C:5]1[CH:31]=[CH:30][C:8]([O:9][C:10]2[CH:11]=[C:12]([CH:27]=[CH:28][CH:29]=2)[CH:13]=[C:14]2[CH2:19][CH2:18][N:17](C(OC(C)(C)C)=O)[CH2:16][CH2:15]2)=[CH:7][CH:6]=1.FC(F)(F)C(O)=O>ClCCl>[F:33][C:2]([F:1])([F:32])[CH2:3][O:4][C:5]1[CH:6]=[CH:7][C:8]([O:9][C:10]2[CH:11]=[C:12]([CH:27]=[CH:28][CH:29]=2)[CH:13]=[C:14]2[CH2:15][CH2:16][NH:17][CH2:18][CH2:19]2)=[CH:30][CH:31]=1. Procedure details: A solution of tert-butyl 4-(3-(4-(2,2,2-trifluoroethoxy)phenoxy)benzylidene)piperidine-1-carboxylate (50 mg, 0.107 mmol) in dichloromethane (5 mL) was cooled to 0° C. and treated with trifluoroacetic acid (123 mg, 1.07 mmol) dropwise. The reaction mixture was then allowed to warm to room temperature and stirred at that temperature overnight. The reaction was concentrated, and the residue was dissolved in water (5 mL). The aqueous layer basified up to pH ˜8 with 1M sodium hydroxide solution. The ...